From a dataset of the Open Reaction Database (ORD), a public repository of structured organic reaction records. describe an organic reaction: reactants, conditions, products, and yield Starting materials: CC=1C=C(C(=CC1)S)S (4-methyl-o-benzenedithiol), [OH-].[Na+] (sodium hydroxide), ClCCCN1CCOCC1 (4-(3-chloropropyl)morpholine). Run in O (water). Run at time 30 minute. Product: Cl.Cl.CC1=CC(=C(C=C1)SCCCN1CCOCC1)SCCCN1CCOCC1 (4,4'-((4-methyl-1,2-phenylene)bis(thio-3,1-propanediyl))bismorpholine dihydrochloride). As a reaction SMILES: [CH3:1][C:2]1[CH:3]=[C:4]([SH:9])[C:5]([SH:8])=[CH:6][CH:7]=1.[OH-:10].[Na+].[Cl:12][CH2:13][CH2:14][CH2:15][N:16]1[CH2:21][CH2:20][O:19][CH2:18][CH2:17]1>O>[ClH:12].[ClH:12].[CH3:1][C:2]1[CH:7]=[CH:6][C:5]([S:8][CH2:13][CH2:14][CH2:15][N:16]2[CH2:21][CH2:20][O:19][CH2:18][CH2:17]2)=[C:4]([S:9][CH2:13][CH2:14][CH2:15][N:16]2[CH2:21][CH2:20][O:10][CH2:18][CH2:17]2)[CH:3]=1 |f:1.2,5.6.7|. Reported procedure: To a warm (60° C.) solution of 10.0 g (0.0640 mole) of 4-methyl-o-benzenedithiol, 5.12 g (0.128 mole) of sodium hydroxide in 70 ml of water was added 21.0 g (0.128 mole) of 4-(3-chloropropyl)morpholine. The reaction mixture was stirred at 60° to 65° C. for 30 minutes, cooled and extracted with methylene chloride. After the extract was dried over anhydrous magnesium sulfate and filtered, ethanolic hydrogen chloride was added, and the solvent and excess hydrogen chloride were removed by evaporatio...